From a dataset of the Open Reaction Database (ORD), a public repository of structured organic reaction records. describe an organic reaction: reactants, conditions, products, and yield The reactants are Cl (hydrochloric acid), C(C1=CC=CC=C1)OC1=CC=C(C=C1)C1=CC=NC=2N1N=C(N2)N (7-(4-benzyloxyphenyl)-[1,2,4]triazolo[1,5-a]pyrimidin-2-ylamine). The solvent is C(C)(=O)O (Acetic acid). Run at temperature 80 celsius, time 3 hour. Yields the product OC1=CC=C(C=C1)C1=CC=NC=2N1N=C(N2)N (7-(4-hydroxyphenyl)-[1,2,4]triazolo[1,5-a]pyrimidin-2-ylamine). Reaction SMILES: Cl.C([O:9][C:10]1[CH:15]=[CH:14][C:13]([C:16]2[N:21]3[N:22]=[C:23]([NH2:25])[N:24]=[C:20]3[N:19]=[CH:18][CH:17]=2)=[CH:12][CH:11]=1)C1C=CC=CC=1>C(O)(=O)C>[OH:9][C:10]1[CH:11]=[CH:12][C:13]([C:16]2[N:21]3[N:22]=[C:23]([NH2:25])[N:24]=[C:20]3[N:19]=[CH:18][CH:17]=2)=[CH:14][CH:15]=1. Procedure details: Acetic acid (40 ml) and concentrated hydrochloric acid (40 ml) were added to 7-(4-benzyloxyphenyl)-[1,2,4]triazolo[1,5-a]pyrimidin-2-ylamine (the compound obtained in Reference Example 2; 5.70 g), and the obtained mixture was stirred at 80° C. for 3 hours. The resultant product was concentrated under a reduced pressure, and the residue was then washed by suspension in acetone (200 ml) and then in a 50% ethanol solution (100 ml) to obtain the captioned compound (2.60 g). Reactants: C(C)(C)(C)OC(=O)N1CCN(CC1)C1=C2C=NNC2=CC=C1 (4-[4-(t-butoxycarbonyl)piperazin-1-yl]-1H-indazole), [OH-].[K+] (potassium hydroxide), II (iodine). Solvent: CN(C=O)C (N,N-dimethylformamide), C(C)(=O)OCC (ethyl acetate). Run at time 16 hour. Yields the product C(C)(C)(C)OC(=O)N1CCN(CC1)C1=C2C(=NNC2=CC=C1)I (4-[4-(t-Butoxycarbonyl)piperazin-1-yl]-3-iodo-1H-indazole). Isolated yield 35.0%. As a reaction SMILES: [C:1]([O:5][C:6]([N:8]1[CH2:13][CH2:12][N:11]([C:14]2[CH:22]=[CH:21][CH:20]=[C:19]3[C:15]=2[CH:16]=[N:17][NH:18]3)[CH2:10][CH2:9]1)=[O:7])([CH3:4])([CH3:3])[CH3:2].[OH-].[K+].[I:25]I>CN(C)C=O.C(OCC)(=O)C>[C:1]([O:5][C:6]([N:8]1[CH2:9][CH2:10][N:11]([C:14]2[CH:22]=[CH:21][CH:20]=[C:19]3[C:15]=2[C:16]([I:25])=[N:17][NH:18]3)[CH2:12][CH2:13]1)=[O:7])([CH3:4])([CH3:2])[CH3:3] |f:1.2|. Reported procedure: A solution of 4-[4-(t-butoxycarbonyl)piperazin-1-yl]-1H-indazole (5.00 g, 16.5 mmol) in N,N-dimethylformamide is treated with powdered potassium hydroxide (1.85 g, 33.07 mmol) and iodine (4.61 g, 18.2 mmol), stirred at room temperature for 16 h, diluted with ethyl acetate and quenched with 15% aqueous sodium metabisulfite. The phases are separated and the aqueous phase is extracted with ethyl acetate. The extracts and the organic phase are combined, washed with brine, dried over sodium sulfate a...